This data is from the Open Reaction Database (ORD), a public repository of structured organic reaction records. The task is: describe an organic reaction: reactants, conditions, products, and yield The reactants are COC1=CC=C(C=C1)C=1N=C(NC1C1=CC=C(C=C1)OC)S (4,5-bis(4-methoxyphenyl)-2-mercapto-1H-imidazole), SC1=C2NC=NC2=NC=N1 (6-mercaptopurine), C([O-])([O-])=O.[K+].[K+] (potassium carbonate), O1CCCC1.CN(C=O)C (tetrahydrofuran dimethylformamide). The solvent is C(C)(=O)OCC (ethyl acetate). The product is COC1=CC=C(C=C1)C=1N=C(NC1C1=CC=C(C=C1)OC)SCC=1C=C(CSC2=C3NC=NC3=NC=N2)C=CC1 (6-[3-[[4,5-bis(4-methoxyphenyl)-1H-imidazol-2-ylthio]methyl]benzylthio]-purine). Reaction SMILES: [CH3:1][O:2][C:3]1[CH:8]=[CH:7][C:6]([C:9]2[N:10]=[C:11]([SH:22])[NH:12][C:13]=2[C:14]2[CH:19]=[CH:18][C:17]([O:20][CH3:21])=[CH:16][CH:15]=2)=[CH:5][CH:4]=1.[SH:23][C:24]1[N:32]=[CH:31][N:30]=[C:29]2[C:25]=1[NH:26][CH:27]=[N:28]2.C(=O)([O-])[O-].[K+].[K+].O1[CH2:43][CH2:42][CH2:41][CH2:40]1.CN(C)C=O>C(OCC)(=O)C>[CH3:21][O:20][C:17]1[CH:18]=[CH:19][C:14]([C:13]2[N:12]=[C:11]([S:22][CH2:40][C:41]3[CH:5]=[C:6]([CH:7]=[CH:43][CH:42]=3)[CH2:9][S:23][C:24]3[N:32]=[CH:31][N:30]=[C:29]4[C:25]=3[NH:26][CH:27]=[N:28]4)[NH:10][C:9]=2[C:6]2[CH:7]=[CH:8][C:3]([O:2][CH3:1])=[CH:4][CH:5]=2)=[CH:15][CH:16]=1 |f:2.3.4,5.6|. Reported procedure: A solution of 4,5-bis(4-methoxyphenyl)-2-mercapto-1H-imidazole (3.00 g, 9.60 mmol), 6-mercaptopurine (1.63 g, 9.60 mmol) a,a'-dibromoxylene (2.54 g, 9.60 mmol), and potassium carbonate (3.32 g, 24.0 mmol) and in 5:1 tetrahydrofuran-dimethylformamide (12 mL) was heated to reflux for 20 hours, then cooled. It was poured into ethyl acetate (150 mL), and washed with water (4×150 mL). The aqueous phases were back-extracted in sequence with ethyl acetate. The extracts were combined, dried over anhydro... Reactants: O=C([O-])[O-], CC#N, OC1(c2cc(F)cc(F)c2)CCNC1, CCCI, [K+], [K+]. The product is CCCN1CCC(O)(c2cc(F)cc(F)c2)C1. RXN SMILES: [C:15](=[O:16])([O-:17])[O-:18].[CH3:25][C:26]#[N:27].[F:1][c:2]1[cH:3][c:4]([C:9]2([OH:14])[CH2:10][NH:11][CH2:12][CH2:13]2)[cH:5][c:6]([F:8])[cH:7]1.[I:21][CH2:22][CH2:23][CH3:24].[K+:19].[K+:20]>>[F:1][c:2]1[cH:3][c:4]([C:9]2([OH:14])[CH2:10][N:11]([CH2:22][CH2:23][CH3:24])[CH2:12][CH2:13]2)[cH:5][c:6]([F:8])[cH:7]1. Starting materials: C(#N)C=1C=C(C=CC1)/C=C/C(=O)OCC (ethyl (E) 3-(3-cyanophenyl)-2-propenoate), C(C)(C)(C)NS(=O)(=O)C1=C(C=CC=C1)C1=CC=C(C=C1)N (2′-tert-butylaminosulfonyl-4-amino-[1,1′]-biphenyl), C[Al](C)C (trimethylaluminum), CCCCCC (hexane). The solvent is ClCCl (dichloromethane), ClCCl (dichloromethane). Reaction conditions: time 8 hour. The product is C(C)(C)(C)NS(=O)(=O)C1=C(C=CC=C1)C1=CC=C(C=C1)NC(\C=C(/C)\C1=CC(=CC=C1)C#N)=O ((2E)-N-[4-(2-{[(tert-butyl)amino]sulfonyl}phenyl)phenyl]-3-(3-cyanophenyl)but-2-enamide). Yield: 73.1%. As a reaction SMILES: [C:1]([NH:5][S:6]([C:9]1[CH:14]=[CH:13][CH:12]=[CH:11][C:10]=1[C:15]1[CH:20]=[CH:19][C:18]([NH2:21])=[CH:17][CH:16]=1)(=[O:8])=[O:7])([CH3:4])([CH3:3])[CH3:2].C[Al](C)C.[CH3:26]CCCCC.[C:32]([C:34]1[CH:35]=[C:36](/[CH:40]=[CH:41]/[C:42]([O:44]CC)=O)[CH:37]=[CH:38][CH:39]=1)#[N:33]>ClCCl>[C:1]([NH:5][S:6]([C:9]1[CH:14]=[CH:13][CH:12]=[CH:11][C:10]=1[C:15]1[CH:20]=[CH:19][C:18]([NH:21][C:42](=[O:44])/[CH:41]=[C:40](/[C:36]2[CH:37]=[CH:38][CH:39]=[C:34]([C:32]#[N:33])[CH:35]=2)\[CH3:26])=[CH:17][CH:16]=1)(=[O:8])=[O:7])([CH3:4])([CH3:2])[CH3:3]. Procedure: To a solution of 2′-tert-butylaminosulfonyl-4-amino-[1,1′]-biphenyl (79 mg, 0.26 mmol) in 4 ml anhydrous dichloromethane was added a solution of 2M trimethylaluminum in hexane (0.39 ml, 0.78 mmol). Reaction was stirred at room temperature for 20 minutes to which a solution of ethyl (E) 3-(3-cyanophenyl)-2-propenoate (56 mg, 0.26 mmol) in 1 ml anhydrous dichloromethane was added. Reaction was stirred at room temperature overnight. Reaction was quenched with 5 ml 1N HCl after which an additional 1... Run in C(Cl)Cl (methylene chloride), C(C)N(CC)CC (triethylamine). Procedure: To a solution of Boc-D-tert-leucine (0.69 g) in methylene chloride (15 ml) were added HOBt (0.61 g), WSC (0.86 g) and triethylamine (0.84 ml) under ice-cooling. The reaction mixture was mixed at 0° C. for 2.5 hours. Then, 5-methyl-2-(2-(4-piperidinyl)ethyl)-1,2-dihydroimidazo[1,5-c]imidazol-3-one (0.74 g) obtained in Example 96b) was added thereto, and further mixed at room temperature for 15 hours. The solvent was distilled off under reduced pressure, and the residue was dissolved in ethyl acet... Yields the product CC([C@H](C(=O)N1CCC(CC1)CCN1C(N2C(C1)=CN=C2C)=O)NC(OC(C)(C)C)=O)(C)C (tert-butyl(1R)-2,2-dimethyl-1-((4-(2-(5-methyl-3-oxo-1H-imidazo[1,5-c]imidazol-2-yl)ethyl)-1-piperidinyl)carbonyl)propylcarbamate). Isolated yield 69.1%. RXN SMILES: [C:1]([NH:8][C@@H:9]([C:14]([OH:16])=O)[C:10]([CH3:13])([CH3:12])[CH3:11])([O:3][C:4]([CH3:7])([CH3:6])[CH3:5])=[O:2].C1C=CC2N(O)N=NC=2C=1.CCN=C=NCCCN(C)C.[CH3:38][C:39]1[N:43]2[C:44](=[O:55])[N:45]([CH2:47][CH2:48][CH:49]3[CH2:54][CH2:53][NH:52][CH2:51][CH2:50]3)[CH2:46][C:42]2=[CH:41][N:40]=1>C(Cl)Cl.C(N(CC)CC)C>[CH3:13][C:10]([CH3:11])([CH3:12])[C@@H:9]([NH:8][C:1](=[O:2])[O:3][C:4]([CH3:5])([CH3:6])[CH3:7])[C:14]([N:52]1[CH2:53][CH2:54][CH:49]([CH2:48][CH2:47][N:45]2[CH2:46][C:42]3=[CH:41][N:40]=[C:39]([CH3:38])[N:43]3[C:44]2=[O:55])[CH2:50][CH2:51]1)=[O:16]. The reactants are CC1=NC=C2N1C(N(C2)CCC2CCNCC2)=O (5-methyl-2-(2-(4-piperidinyl)ethyl)-1,2-dihydroimidazo[1,5-c]imidazol-3-one), C(=O)(OC(C)(C)C)N[C@H](C(C)(C)C)C(=O)O (Boc-D-tert-leucine), C=1C=CC2=C(C1)N=NN2O (HOBt), CCN=C=NCCCN(C)C (WSC). Reactants: Brc1cnc(-c2cccc(OCc3ccccc3)c2)nc1, CCCCCCCCOc1ccc(B(O)O)cc1, CCO, Cc1ccccc1, O, c1ccc(P(c2ccccc2)(c2ccccc2)[Pd](P(c2ccccc2)(c2ccccc2)c2ccccc2)(P(c2ccccc2)(c2ccccc2)c2ccccc2)P(c2ccccc2)(c2ccccc2)c2ccccc2)cc1. Product: CCCCCCCCOc1ccc(-c2cnc(-c3cccc(OCc4ccccc4)c3)nc2)cc1. Reaction SMILES: [Br:1][c:2]1[cH:3][n:4][c:5](-[c:8]2[cH:9][c:10]([O:14][CH2:15][c:16]3[cH:17][cH:18][cH:19][cH:20][cH:21]3)[cH:11][cH:12][cH:13]2)[n:6][cH:7]1.[CH2:22]([CH2:23][CH2:24][CH2:25][CH2:26][CH2:27][CH2:28][CH3:29])[O:30][c:31]1[cH:32][cH:33][c:34]([B:37]([OH:38])[OH:39])[cH:35][cH:36]1.[CH3:40][CH2:41][OH:42].[CH3:44][c:45]1[cH:46][cH:47][cH:48][cH:49][cH:50]1.[OH2:43].[cH:51]1[cH:52][cH:53][c:54]([P:55]([Pd:56]([P:57]([c:58]2[cH:59][cH:60][cH:61][cH:62][cH:63]2)([c:64]2[cH:65][cH:66][cH:67][cH:68][cH:69]2)[c:70]2[cH:71][cH:72][cH:73][cH:74][cH:75]2)([P:76]([c:77]2[cH:78][cH:79][cH:80][cH:81][cH:82]2)([c:83]2[cH:84][cH:85][cH:86][cH:87][cH:88]2)[c:89]2[cH:90][cH:91][cH:92][cH:93][cH:94]2)[P:95]([c:96]2[cH:97][cH:98][cH:99][cH:100][cH:101]2)([c:102]2[cH:103][cH:104][cH:105][cH:106][cH:107]2)[c:108]2[cH:109][cH:110][cH:111][cH:112][cH:113]2)([c:114]2[cH:115][cH:116][cH:117][cH:118][cH:119]2)[c:120]2[cH:121][cH:122][cH:123][cH:124][cH:125]2)[cH:126][cH:127]1>>[c:2]1(-[c:34]2[cH:33][cH:32][c:31]([O:30][CH2:22][CH2:23][CH2:24][CH2:25][CH2:26][CH2:27][CH2:28][CH3:29])[cH:36][cH:35]2)[cH:3][n:4][c:5](-[c:8]2[cH:9][c:10]([O:14][CH2:15][c:16]3[cH:17][cH:18][cH:19][cH:20][cH:21]3)[cH:11][cH:12][cH:13]2)[n:6][cH:7]1. Starting materials: COc1ccc(CCNc2cc(-c3ccc(C=O)s3)nc(OC)n2)cc1, CC(C)=O, [K+], O=[Mn](=O)(=O)[O-], O. As a reaction SMILES: [CH3:1][O:2][c:3]1[n:4][c:5]([NH:16][CH2:17][CH2:18][c:19]2[cH:20][cH:21][c:22]([O:25][CH3:26])[cH:23][cH:24]2)[cH:6][c:7](-[c:9]2[cH:10][cH:11][c:12]([CH:14]=[O:15])[s:13]2)[n:8]1.[CH3:33][C:34](=[O:35])[CH3:36].[K+:32].[Mn:27](=[O:28])([O-:29])(=[O:30])=[O:31].[OH2:37]>>[CH3:1][O:2][c:3]1[n:4][c:5]([NH:16][CH2:17][CH2:18][c:19]2[cH:20][cH:21][c:22]([O:25][CH3:26])[cH:23][cH:24]2)[cH:6][c:7](-[c:9]2[cH:10][cH:11][c:12]([C:14](=[O:15])[OH:28])[s:13]2)[n:8]1. Yields the product COc1ccc(CCNc2cc(-c3ccc(C(=O)O)s3)nc(OC)n2)cc1.